This data is from the Open Reaction Database (ORD), a public repository of structured organic reaction records. The task is: describe an organic reaction: reactants, conditions, products, and yield Reactants: O=C([O-])O, CCOC(C)=O, CS(=O)(=O)c1ccc(C(CC2CCC3(C2)OC(c2ccccc2)C(c2ccccc2)O3)c2ccc(-c3ccccn3)[nH]2)cc1Cl, Cl, [Na+], C1CCOC1. Yields the product CS(=O)(=O)c1ccc(C(CC2CCC(=O)C2)c2ccc(-c3ccccn3)[nH]2)cc1Cl. As a reaction SMILES: [C:47](=[O:48])([O-:49])[OH:50].[CH3:57][CH2:58][O:59][C:60](=[O:61])[CH3:62].[Cl:1][c:2]1[cH:3][c:4]([CH:12]([CH2:13][CH:14]2[CH2:15][C:16]3([O:17][CH:26]([c:27]4[cH:28][cH:29][cH:30][cH:31][cH:32]4)[CH:19]([c:20]4[cH:21][cH:22][cH:23][cH:24][cH:25]4)[O:18]3)[CH2:33][CH2:34]2)[c:35]2[cH:36][cH:37][c:38](-[c:40]3[n:41][cH:42][cH:43][cH:44][cH:45]3)[nH:39]2)[cH:5][cH:6][c:7]1[S:8](=[O:9])(=[O:10])[CH3:11].[ClH:46].[Na+:51].[O:52]1[CH2:53][CH2:54][CH2:55][CH2:56]1>>[Cl:1][c:2]1[cH:3][c:4]([CH:12]([CH2:13][CH:14]2[CH2:15][C:16](=[O:17])[CH2:33][CH2:34]2)[c:35]2[cH:36][cH:37][c:38](-[c:40]3[n:41][cH:42][cH:43][cH:44][cH:45]3)[nH:39]2)[cH:5][cH:6][c:7]1[S:8](=[O:9])(=[O:10])[CH3:11].